This data is from the Open Reaction Database (ORD), a public repository of structured organic reaction records. The task is: describe an organic reaction: reactants, conditions, products, and yield Procedure details: A solution of 2,4-dichlorophenylacetonitrile (30.00 gms, 161 mmol) (Aldrich) in dry ethyl acetate (36 ml) was added dropwise to an ethanolic solution of sodium ethoxide, prepared in situ from sodium metal (4.90 g, 213 mmol) and dry ethanol (60 ml). This reaction mixture was refluxed for two hours, allowed to stand overnight at room temperature and the ethanol was evaporated. The yellow solid obtained was dissolved in water and the resulting solution was extracted twice with ether. The aqueous la... The reactants are ClC1=C(C=CC(=C1)Cl)CC#N (2,4-dichlorophenylacetonitrile), [O-]CC.[Na+] (sodium ethoxide), [Na] (sodium), C(C)O (ethanol). Reaction SMILES: [Cl:1][C:2]1[CH:7]=[C:6]([Cl:8])[CH:5]=[CH:4][C:3]=1[CH2:9][C:10]#[N:11].[O-:12][CH2:13][CH3:14].[Na+].[Na].C(O)C>C(OCC)(=O)C.O>[Cl:1][C:2]1[CH:7]=[C:6]([Cl:8])[CH:5]=[CH:4][C:3]=1[CH:9]([C:13](=[O:12])[CH3:14])[C:10]#[N:11] |f:1.2,^1:15|. Yields the product ClC1=C(C=CC(=C1)Cl)C(C#N)C(C)=O (2-(2,4-dichlorophenyl)-3-oxo-butyronitrile). The solvent is C(C)(=O)OCC (ethyl acetate), O (water). Reaction conditions: time 8 hour. Starting materials: O=C(O)c1cccc(-c2cc3nc(Cl)nc(N4CCOCC4)c3s2)c1, CC(O)CN. Product: CC(O)CNC(=O)c1cccc(-c2cc3nc(Cl)nc(N4CCOCC4)c3s2)c1. Reaction SMILES: [Cl:1][c:2]1[n:3][c:4]([N:20]2[CH2:21][CH2:22][O:23][CH2:24][CH2:25]2)[c:5]2[c:6]([n:7]1)[cH:8][c:9](-[c:11]1[cH:12][c:13]([C:14](=[O:15])[OH:16])[cH:17][cH:18][cH:19]1)[s:10]2.[NH2:26][CH2:27][CH:28]([CH3:29])[OH:30]>>[Cl:1][c:2]1[n:3][c:4]([N:20]2[CH2:21][CH2:22][O:23][CH2:24][CH2:25]2)[c:5]2[c:6]([n:7]1)[cH:8][c:9](-[c:11]1[cH:12][c:13]([C:14](=[O:15])[NH:26][CH2:27][CH:28]([CH3:29])[OH:30])[cH:17][cH:18][cH:19]1)[s:10]2. Starting materials: [H-] (hydride), C(C1=CC=CC=C1)OCC#CC(C(F)(F)F)O (5-benzyloxy-1,1,1-trifluoro-3-pentyne-2-ol), C(C1=CC=CC=C1)OCC#CC(C(F)(F)F)O (5-benzyloxy-1,1,1-trifluoro-3-pentyne-2-ol), [B] (boron), [Al] (aluminum). The reagents and catalysts are [Pd] (palladium). Yields the product C(C1=CC=CC=C1)OCC=CC(C(F)(F)F)O (5-benzyloxy-1,1,1-trifluoro-3-pentene-2-ol). RXN SMILES: [H-].[B].[Al].[CH2:4]([O:11][CH2:12][C:13]#[C:14][CH:15]([OH:20])[C:16]([F:19])([F:18])[F:17])[C:5]1[CH:10]=[CH:9][CH:8]=[CH:7][CH:6]=1>[Pd]>[CH2:4]([O:11][CH2:12][CH:13]=[CH:14][CH:15]([OH:20])[C:16]([F:19])([F:18])[F:17])[C:5]1[CH:6]=[CH:7][CH:8]=[CH:9][CH:10]=1. Procedure details: Next, a hydride of boron or aluminum or palladium catalyst is allowed to act on 5-benzyloxy-1,1,1-trifluoro-3-pentyne-2-ol (compound (3)) to obtain 5-benzyloxy-1,1,1-trifluoro-3-pentene-2-ol (E)-(5) or (Z)-(5). This is acetylated or isobutylated and then thereon is allowed lipases or lipases-producing microorganism to act to obtain optically active (R)-5-benzyloxy-1,1,1-trifluoro-3-pentene-2-ol [(R)-(E)-5] or [(R)-(Z)-5] and optically active (S)-2-acetoxy (or butoxy)-5-benzyloxy-1,1,1-trifluoro-... Starting materials: CS(=O)(=O)N (methane sulfonamide), [H-].[Na+] (sodium hydride), O1CCC2=C1C=CC(=C2)C[C@H](C)N(CC)CC2CCN(CC2)S(=O)(=O)C=C ((S)-N-[2-(2,3-dihydrobenzofuran-5-yl)-1-methylethyl]-N-ethyl-(1-ethenesulfonylpiperidin-4-ylmethyl)amine). Run in CN(C=O)C (dimethylformamide), CN(C=O)C (dimethylformamide). Reaction conditions: temperature 120 celsius. Yields the product O1CCC2=C1C=CC(=C2)C[C@H](C)N(CC)CC2CCN(CC2)S(=O)(=O)CCNS(=O)(=O)C ((S)-N-{2-[4-({[2-(2,3-dihydrobenzofuran-5-yl)-1-methylethyl]ethylamino}methyl)piperidine-1-sulfonyl]ethyl}-methanesulfonamide). The yield is 71.3%. As a reaction SMILES: [CH3:1][S:2]([NH2:5])(=[O:4])=[O:3].[H-].[Na+].[O:8]1[C:12]2[CH:13]=[CH:14][C:15]([CH2:17][C@@H:18]([N:20]([CH2:23][CH:24]3[CH2:29][CH2:28][N:27]([S:30]([CH:33]=[CH2:34])(=[O:32])=[O:31])[CH2:26][CH2:25]3)[CH2:21][CH3:22])[CH3:19])=[CH:16][C:11]=2[CH2:10][CH2:9]1>CN(C)C=O>[O:8]1[C:12]2[CH:13]=[CH:14][C:15]([CH2:17][C@@H:18]([N:20]([CH2:23][CH:24]3[CH2:29][CH2:28][N:27]([S:30]([CH2:33][CH2:34][NH:5][S:2]([CH3:1])(=[O:4])=[O:3])(=[O:31])=[O:32])[CH2:26][CH2:25]3)[CH2:21][CH3:22])[CH3:19])=[CH:16][C:11]=2[CH2:10][CH2:9]1 |f:1.2|. Procedure: To a solution of methane sulfonamide (0.18 grams, 1.84 mmole) in dimethylformamide (2 ml) was added 60% sodium hydride (0.048 grams, 1.2 mmole) in mineral oil. The reaction mixture was heated at 120° C. for 30 minutes, and cooled to 100° C. A solution of (S)-N-[2-(2,3-dihydrobenzofuran-5-yl)-1-methylethyl]-N-ethyl-(1-ethenesulfonylpiperidin-4-ylmethyl)amine (0.36 grams, 0.92 mmol) in dimethylformamide was added all at once. The reaction mixture was heated at 100° C. for 40 minutes. The solvent w... Reactants: C(C(C)(C)C)C(=O)C1=CC=C(C=C1)S (4-(neopentylcarbonyl)-thiophenol), S(O)(O)(=O)=O (sulphuric acid), [BH4-].[Na+] (sodium borohydride), O (water), O (water). Run in COCCOCCOC (diethylene glycol dimethyl ether), COCCOCCOC (diethylene glycol dimethyl ether). Product: C(CC(C)(C)C)C1=CC=C(C=C1)S (4-(neohexyl)-thiophenol). The yield is 59.2%. RXN SMILES: [BH4-].[Na+].[CH2:3]([C:8]([C:10]1[CH:15]=[CH:14][C:13]([SH:16])=[CH:12][CH:11]=1)=O)[C:4]([CH3:7])([CH3:6])[CH3:5].O.S(=O)(=O)(O)O>COCCOCCOC>[CH2:8]([C:10]1[CH:11]=[CH:12][C:13]([SH:16])=[CH:14][CH:15]=1)[CH2:3][C:4]([CH3:7])([CH3:6])[CH3:5] |f:0.1|. Procedure: 7.5 g (0.2 mol) of sodium borohydride in 140 ml of diethylene glycol dimethyl ether are initially introduced, and a solution of 41.6 g (0.2 mol) of 4-(neopentylcarbonyl)-thiophenol in 60 ml of diethylene glycol dimethyl ether are added at 30°-40° C. The mixture is further reacted at 120° C. for 2 hours, 100 ml of water are added with ice-cooling, the mixture is acidified with 20% strength sulphuric acid, and another 200 ml of water are added. The reaction mixture is now extracted with 250 ml of ... The reactants are C(C)(=O)OCC (ethyl acetate), C1(=CC=CC=C1)P(OCC1=CC=CC=C1)([O-])=O (monobenzyl phenylphosphonate), Cl.ClCCN1CCOCC1 (N-(2-chloroethyl)morpholine hydrochloride), C([O-])([O-])=O.[K+].[K+] (potassium carbonate). The solvent is CN(C)C=O (DMF). Run at temperature 65 celsius, time 22 hour. Product: C1(=CC=CC=C1)P(OCC1=CC=CC=C1)(OCCN1CCOCC1)=O (Benzyl 2-(morpholin-4-yl)ethyl phenylphosphonate). Yield: 74.6%. RXN SMILES: [C:1]1([P:7](=[O:17])([O-:16])[O:8][CH2:9][C:10]2[CH:15]=[CH:14][CH:13]=[CH:12][CH:11]=2)[CH:6]=[CH:5][CH:4]=[CH:3][CH:2]=1.Cl.Cl[CH2:20][CH2:21][N:22]1[CH2:27][CH2:26][O:25][CH2:24][CH2:23]1.C(=O)([O-])[O-].[K+].[K+].C(OCC)(=O)C>CN(C=O)C>[C:1]1([P:7](=[O:16])([O:17][CH2:20][CH2:21][N:22]2[CH2:27][CH2:26][O:25][CH2:24][CH2:23]2)[O:8][CH2:9][C:10]2[CH:11]=[CH:12][CH:13]=[CH:14][CH:15]=2)[CH:6]=[CH:5][CH:4]=[CH:3][CH:2]=1 |f:1.2,3.4.5|. Reported procedure: A mixture of monobenzyl phenylphosphonate (115 mg, 0.46 mmol), N-(2-chloroethyl)morpholine hydrochloride (95 mg, 0.51 mmol) and potassium carbonate (140 mg, 1.0 mmol) in anhydrous DMF was stirred at 65° C. for 22 hours. Following dilution with ethyl acetate (40 ml), the mixture was washed with water four times and finally brine before being dried over magnesium sulfate, filtered and concentrated to leave 124 mg (74%) of the title compound as a pale yellow oil which was used without further purif... Reported procedure: To a flask was added 50 mL of 3N sodium hydroxide aqueous solution, and powdery phthalimide (8.8 g, 0.06 mol) was slowly added thereto with stirring. Then, the mixture was stirred at 97° C. for 2 hours to obtain an aqueous solution containing sodium salt of phthalic acid. To the aqueous solution was added diluted hydrochloric acid at ordinary temperature to convert into phthalic acid, and phthalic acid was recovered by condensation and filtration. Then, after hydroxylamine hydrochloride NH2OH.HC... Yields the product ON1C(C=2C(C1=O)=CC=CC2)=O (N-hydroxyphthalimide). The solvent is N1=CC=CC=C1 (pyridine). Reaction SMILES: [OH-].[Na+].[C:3]1(=[O:13])[NH:7][C:6](=[O:8])[C:5]2=[CH:9][CH:10]=[CH:11][CH:12]=[C:4]12.[Na].C(O)(=O)C1C(=CC=CC=1)C(O)=[O:19].Cl>N1C=CC=CC=1>[OH:19][N:7]1[C:3](=[O:13])[C:4]2=[CH:12][CH:11]=[CH:10][CH:9]=[C:5]2[C:6]1=[O:8] |f:0.1,^1:13|. Yield: 75.0%. Reactants: C(C=1C(C(=O)O)=CC=CC1)(=O)O (phthalic acid), hydroxylamine hydrochloride NH2OH.HCl, Cl (hydrochloric acid), [OH-].[Na+] (sodium hydroxide), C1(C=2C(C(N1)=O)=CC=CC2)=O (phthalimide), C(C=1C(C(=O)O)=CC=CC1)(=O)O (phthalic acid), [Na] (sodium), C(C=1C(C(=O)O)=CC=CC1)(=O)O (phthalic acid), C(C=1C(C(=O)O)=CC=CC1)(=O)O (phthalic acid).